From a dataset of the Open Reaction Database (ORD), a public repository of structured organic reaction records. describe an organic reaction: reactants, conditions, products, and yield The reactants are ClC=1C=C(C(=O)Cl)C=CC1F (3-chloro-4-fluorobenzoyl chloride), C1=CC=CC=C1 (benzene), ferric chloride. The solvent is O (water). Yields the product ClC=1C=C(C=CC1F)C(=O)C1=CC=CC=C1 ((3-chloro-4-fluorophenyl)(phenyl)methanone). Reaction SMILES: [Cl:1][C:2]1[CH:3]=[C:4]([CH:8]=[CH:9][C:10]=1[F:11])[C:5](Cl)=[O:6].[CH:12]1[CH:17]=[CH:16][CH:15]=[CH:14][CH:13]=1>O>[Cl:1][C:2]1[CH:3]=[C:4]([C:5]([C:12]2[CH:17]=[CH:16][CH:15]=[CH:14][CH:13]=2)=[O:6])[CH:8]=[CH:9][C:10]=1[F:11]. Procedure details: 3-chloro-4-fluorobenzoyl chloride (1.0 g), benzene (2 ml) and ferric chloride (0.28 g) were heated to reflux for 16 h then diluted with water, extracted with ethyl acetate and the organics dried (MgSO4) and evaporated under reduced pressure to give the subtitle compound as a brown solid (0.8 g). The reactants are ClCC=1N=C(SC1)C#CC1=CC(=C(C(=C1)OC)OC)OC (4-Chloromethyl-2-(3,4,5-trimethoxyphenylethynyl)-thiazole), N1CCNCCC1 (homopiperazine). Product: COC=1C=C(C=C(C1OC)OC)C#CC=1SC=C(N1)CN1CCN(CCC1)CC=1N=C(SC1)C#CC1=CC(=C(C(=C1)OC)OC)OC (N,N′-bis[[2-(3,4,5-Trimethoxyphenylethynyl)-thiazol-4-yl]methyl]homopiperazine). Reaction SMILES: Cl[CH2:2][C:3]1[N:4]=[C:5]([C:8]#[C:9][C:10]2[CH:15]=[C:14]([O:16][CH3:17])[C:13]([O:18][CH3:19])=[C:12]([O:20][CH3:21])[CH:11]=2)[S:6][CH:7]=1.[NH:22]1[CH2:28][CH2:27][CH2:26][NH:25][CH2:24][CH2:23]1>>[CH3:21][O:20][C:12]1[CH:11]=[C:10]([C:9]#[C:8][C:5]2[S:6][CH:7]=[C:3]([CH2:2][N:22]3[CH2:28][CH2:27][CH2:26][N:25]([CH2:2][C:3]4[N:4]=[C:5]([C:8]#[C:9][C:10]5[CH:15]=[C:14]([O:16][CH3:17])[C:13]([O:18][CH3:19])=[C:12]([O:20][CH3:21])[CH:11]=5)[S:6][CH:7]=4)[CH2:24][CH2:23]3)[N:4]=2)[CH:15]=[C:14]([O:16][CH3:17])[C:13]=1[O:18][CH3:19]. Reported procedure: 4-Chloromethyl-2-(3,4,5-trimethoxyphenylethynyl)-thiazole (126 mg) and homopiperazine (19 mg) were reacted in the same manner in Example 1 to obtain the title compound as a free base.